This data is from the Open Reaction Database (ORD), a public repository of structured organic reaction records. The task is: describe an organic reaction: reactants, conditions, products, and yield Starting materials: [H-].C(C(C)C)[Al+]CC(C)C (Di-isobutylaluminum hydride), ice, COC1=CC=C(C=C1)CCCCCCCCCCNC1=CC=C(C#N)C=C1 (4-[10-(4-methoxyphenyl)decylamino]benzonitrile), CO (methanol). Solvent: C1(=CC=CC=C1)C (toluene). The product is COC1=CC=C(C=C1)CCCCCCCCCCNC1=CC=C(C=O)C=C1 (4-[10-(4-methoxyphenyl)decylamino]benzaldehyde). RXN SMILES: [H-].C([Al+]CC(C)C)C(C)C.[CH3:11][O:12][C:13]1[CH:18]=[CH:17][C:16]([CH2:19][CH2:20][CH2:21][CH2:22][CH2:23][CH2:24][CH2:25][CH2:26][CH2:27][CH2:28][NH:29][C:30]2[CH:37]=[CH:36][C:33]([C:34]#N)=[CH:32][CH:31]=2)=[CH:15][CH:14]=1.C[OH:39]>C1(C)C=CC=CC=1>[CH3:11][O:12][C:13]1[CH:18]=[CH:17][C:16]([CH2:19][CH2:20][CH2:21][CH2:22][CH2:23][CH2:24][CH2:25][CH2:26][CH2:27][CH2:28][NH:29][C:30]2[CH:37]=[CH:36][C:33]([CH:34]=[O:39])=[CH:32][CH:31]=2)=[CH:15][CH:14]=1 |f:0.1|. Reported procedure: Di-isobutylaluminum hydride (54 ml., 25% solution in toluene) is added with stirring to a solution of 12.1 g. of 4-[10-(4-methoxyphenyl)decylamino]benzonitrile under a nitrogen atmosphere. After addition is completed, the solution stirred for one hour. A solution of methanol in toluene (50 ml., 1:1) is added over 30 minutes and the mixture is poured into 500 ml. vigorously stirred ice-cold 50% aqueous sulfuric acid. The mixture is filtered and the organic layer separted. The aqueous solution is ...